The task is: describe an organic reaction: reactants, conditions, products, and yield. This data is from the Open Reaction Database (ORD), a public repository of structured organic reaction records. The reactants are C(Cl)Cl (DCM), [N+](=O)([O-])C1=CC=C(CN2C(OCC2)=O)C=C1 (3-(4-Nitro-benzyl)-oxazolidin-2-one), O.O.Cl[Sn]Cl (SnCl2.2H2O), [OH-].[Na+] (sodium hydroxide). Run in C(C)O (ethanol). Yields the product NC1=CC=C(CN2C(OCC2)=O)C=C1 (3-(4-Amino-benzyl)-oxazolidin-2-one). Reaction SMILES: [N+:1]([C:4]1[CH:16]=[CH:15][C:7]([CH2:8][N:9]2[CH2:13][CH2:12][O:11][C:10]2=[O:14])=[CH:6][CH:5]=1)([O-])=O.O.O.Cl[Sn]Cl.[OH-].[Na+].C(Cl)Cl>C(O)C>[NH2:1][C:4]1[CH:16]=[CH:15][C:7]([CH2:8][N:9]2[CH2:13][CH2:12][O:11][C:10]2=[O:14])=[CH:6][CH:5]=1 |f:1.2.3,4.5|. Reported procedure: A solution of the compound obtained in Step A (0.244 mol) and SnCl2.2H2O (1.0 mol) in ethanol (300 ml) is stirred at reflux for 20 minutes. The solution is brought to 0° C. and made alkaline at pH=10-12 with aqueous sodium hydroxide solution; 500 ml of DCM are added and the emulsion obtained is filtered over Celite. The filtrate is then extracted with DCM (2×300 ml); the organic phases are combined. The organic phase obtained is washed with water and with saturated aqueous NaCl solution, dried o... Starting materials: FC(C=1C=C(CN(C2=NC=C(C=N2)OCCCC(=O)OCC)CC2=C(C=CC(=C2)C(F)(F)F)O)C=C(C1)C(F)(F)F)(F)F (Ethyl 4-{2-[(3,5-bis-trifluoromethyl-benzyl)-(2-hydroxy-5-trifluoromethyl-benzyl)-amino]-pyrimidin-5-yloxy}-butyrate), Cl (hydrochloric acid), C(C)(=O)OCC (ethyl acetate), [OH-].[Na+] (sodium hydroxide). Solvent: C(C)O (ethanol). Reaction conditions: time 3 hour. The product is FC(C=1C=C(CN(C2=NC=C(C=N2)OCCCC(=O)O)CC2=C(C=CC(=C2)C(F)(F)F)O)C=C(C1)C(F)(F)F)(F)F (4-{2-[(3,5-bis-trifluoromethyl-benzyl)-(2-hydroxy-5-trifluoromethyl-benzyl)-amino]-pyrimidin-5-yloxy}-butyric acid). The yield is 95.3%. Reaction SMILES: [F:1][C:2]([F:43])([F:42])[C:3]1[CH:4]=[C:5]([CH:35]=[C:36]([C:38]([F:41])([F:40])[F:39])[CH:37]=1)[CH2:6][N:7]([CH2:23][C:24]1[CH:29]=[C:28]([C:30]([F:33])([F:32])[F:31])[CH:27]=[CH:26][C:25]=1[OH:34])[C:8]1[N:13]=[CH:12][C:11]([O:14][CH2:15][CH2:16][CH2:17][C:18]([O:20]CC)=[O:19])=[CH:10][N:9]=1.[OH-].[Na+].Cl.C(OCC)(=O)C>C(O)C>[F:43][C:2]([F:1])([F:42])[C:3]1[CH:4]=[C:5]([CH:35]=[C:36]([C:38]([F:39])([F:40])[F:41])[CH:37]=1)[CH2:6][N:7]([CH2:23][C:24]1[CH:29]=[C:28]([C:30]([F:33])([F:32])[F:31])[CH:27]=[CH:26][C:25]=1[OH:34])[C:8]1[N:9]=[CH:10][C:11]([O:14][CH2:15][CH2:16][CH2:17][C:18]([OH:20])=[O:19])=[CH:12][N:13]=1 |f:1.2|. Procedure details: Ethyl 4-{2-[(3,5-bis-trifluoromethyl-benzyl)-(2-hydroxy-5-trifluoromethyl-benzyl)-amino]-pyrimidin-5-yloxy}-butyrate (200 mg) is dissolved in ethanol (4 ml), and thereto is added 1N-aqueous sodium hydroxide solution (1 ml), and the mixture is stirred at room temperature for 3 hours. To the reaction solution are added a 1N-hydrochloric acid and ethyl acetate, and the mixture is separated, and the organic layer is washed with a saturated brine, dried over magnesium sulfate, and concentrated under ...